This data is from the Open Reaction Database (ORD), a public repository of structured organic reaction records. The task is: describe an organic reaction: reactants, conditions, products, and yield Starting materials: CC(CCCN1OCCC2=C1NC(N=C2)=O)C(=O)O (1-(4-methylcarboxybutyl)-3,4-dihydro-8H-pyrimido [4,5-c][1,2]oxazine-7-one). The product is [NH4+].C(=O)(O)CCCCN1OCCC2=C1NC(N=C2)=O (1-(4-carboxybutyl)-3,4-dihydro-8H-pyrimido[4,5-c][1,2]oxazine-7-one, ammonium salt). RXN SMILES: C[CH:2]([C:17]([OH:19])=[O:18])[CH2:3][CH2:4][CH2:5][N:6]1[C:11]2[NH:12][C:13](=[O:16])[N:14]=[CH:15][C:10]=2[CH2:9][CH2:8][O:7]1>[OH-].[Na+]>[NH4+:6].[C:17]([CH2:2][CH2:3][CH2:4][CH2:5][N:6]1[C:11]2[NH:12][C:13](=[O:16])[N:14]=[CH:15][C:10]=2[CH2:9][CH2:8][O:7]1)([OH:19])=[O:18] |f:1.2,3.4|. Yield: 112.7%. Reaction conditions: time 2 hour. Reported procedure: 1-(4-Methylcarboxybutyl)-3,4-dihydro-8H-pyrimido[4, 5-c][1,2]oxazine-7-one (13.5) (0.42 g, 1.57 mmol) was dissolved in 1M aqueous sodium hydroxide solution (10 ml) and stirred for 2 hours. The mixture was applied to an ion exchange column of Dowex 50 WX8-200. This was eluted with water and the product recovered using 2M aqueous ammonia solution. The solution volume was reduced and then freeze-dried to yield a white solid (0.24 g, 60.4%). The product appeared as a single spot when analysed in the... Solvent: [OH-].[Na+] (sodium hydroxide).